Dataset: the Open Reaction Database (ORD), a public repository of structured organic reaction records. Task: describe an organic reaction: reactants, conditions, products, and yield Reactants: Cl[Si](C)(C)C (Chlorotrimethylsilane), O=C1C2=C(N=C3N1C=C(C=C3)C(=O)O)CCS2 (3,10-dihydro-10-oxo-1H-pyrido[1,2-a]thieno[3,2-d]pyrimidine-7-carboxylic acid), ClN1C(CCC1=O)=O (N-chlorosuccinimide). Run in ice water, N1=CC=CC=C1 (pyridine). Conditions: time 1 hour. Yields the product O=C1C2=C(N=C3N1C=C(C=C3)C(=O)O)C=CS2 (10-Oxo-10H-pyrido[1,2-a]thieno[3,2-d]pyrimidine-7-carboxylic acid). RXN SMILES: Cl[Si](C)(C)C.[O:6]=[C:7]1[N:12]2[CH:13]=[C:14]([C:17]([OH:19])=[O:18])[CH:15]=[CH:16][C:11]2=[N:10][C:9]2[CH2:20][CH2:21][S:22][C:8]1=2.ClN1C(=O)CCC1=O>N1C=CC=CC=1>[O:6]=[C:7]1[N:12]2[CH:13]=[C:14]([C:17]([OH:19])=[O:18])[CH:15]=[CH:16][C:11]2=[N:10][C:9]2[CH:20]=[CH:21][S:22][C:8]1=2. Reported procedure: Chlorotrimethylsilane (2.35 ml, 0.018 mol) is added to a cooled (ice bath) solution of 3,10-dihydro-10-oxo-1H-pyrido[1,2-a]thieno[3,2-d]pyrimidine-7-carboxylic acid (4.5 g, 0.018 mol) in pyridine (35 ml) under nitrogen. The mixture is stirred at ice bath temperature for 1 hour and then allowed to warm at room temperature. N-chlorosuccinimide (2.44 g, 0.018 mol) is added and the mixture is heated at 95° C. for 20 minutes. The mixture is cooled, diluted with ice water (5 ml) and stirred for 15 min... Conditions: time 16 hour. Procedure details: A mixture of 4.9 g of potassium acetate, and a catalytic amount of 2,3,11,12-dibenzo-1,4,7,10,13,16-hexaoxacyclooctadeca-2,11-diene in 60 ml of acetonitrile was stirred vigorously during 45 minutes. Then 12.8 grams of N'-(4-cyano-3-isopropyl-5-isothiazolyl)-N,N-dimethylchloroformamidine in acetonitrile were added. The reaction mixture stood at ambient temperature for 16 hours. Thin layer chromatographic analysis indicated that the reaction had not gone to completion. The reaction mixture was sti... RXN SMILES: [C:1]([O-:4])(=O)[CH3:2].[K+].C1OCCOC2C(=CC=CC=2)OCCOCCOC2C(=CC=CC=2)[O:8]C1.[C:32]([C:34]1[C:35]([CH:45]([CH3:47])[CH3:46])=[N:36][S:37][C:38]=1[N:39]=[C:40](Cl)[N:41]([CH3:43])[CH3:42])#[N:33]>C(#N)C>[C:1]([N:39]([C:38]1[S:37][N:36]=[C:35]([CH:45]([CH3:47])[CH3:46])[C:34]=1[C:32]#[N:33])[C:40](=[O:8])[N:41]([CH3:43])[CH3:42])(=[O:4])[CH3:2] |f:0.1|. Starting materials: C(C)(=O)[O-].[K+] (potassium acetate), C(#N)C=1C(=NSC1N=C(N(C)C)Cl)C(C)C (N'-(4-cyano-3-isopropyl-5-isothiazolyl)-N,N-dimethylchloroformamidine), C1COC2=CC=CC=C2OCCOCCOC3=CC=CC=C3OCCO1 (2,3,11,12-dibenzo-1,4,7,10,13,16-hexaoxacyclooctadeca-2,11-diene). Run in C(C)#N (acetonitrile), C(C)#N (acetonitrile). Product: C(C)(=O)N(C(N(C)C)=O)C1=C(C(=NS1)C(C)C)C#N (N'-acetyl-N'-(4-cyano-3-isopropyl-5-isothiazolyl)-N,N-dimethylurea). The reactants are B.[Na] (Sodium boron hydride), CC1(C(NC(C2=CC=CC=C12)=O)=O)C (4,4-dimethyl-4H-isoquinoline-1,3-dione), Cl.CO (Hydrochloric acid methanol). Solvent: CO (methanol). Reaction conditions: time 3 hour. The product is COC1NC(C2=CC=CC=C2C1(C)C)=O (3-methoxy-4,4-dimethyl-3,4-dihydro-2H-isoquinolin-1-one). As a reaction SMILES: [CH3:1][C:2]1([CH3:14])[C:11]2[C:6](=[CH:7][CH:8]=[CH:9][CH:10]=2)[C:5](=[O:12])[NH:4][C:3]1=[O:13].B.[Na].Cl.[CH3:18]O>CO>[CH3:18][O:13][CH:3]1[C:2]([CH3:14])([CH3:1])[C:11]2[C:6](=[CH:7][CH:8]=[CH:9][CH:10]=2)[C:5](=[O:12])[NH:4]1 |f:1.2,3.4,^1:15|. Reported procedure: The compound (2.0 g) obtained in step (c) just above was dissolved in methanol (100 ml). Sodium boron hydride (1.7 g) was added to the solution. The mixture was stirred at room temperature for 3 hr. Hydrochloric acid-methanol (50 ml) was added to the reaction solution, and the mixture was stirred at room temperature for one hr. The reaction solution was then extracted with ethyl acetate. The organic layer was dried over anhydrous magnesium sulfate. The solvent was then removed by distillation un... Starting materials: C(C1=CC=CC=C1)Br (Benzylbromide), FC=1C=C(C=CC1SC)C(C#N)O[Si](C)(C)C (3-fluoro-4-(methylthio)-a-[(trimethylsilyl)-oxy]-benzeneacetonitrile), C[Si]([N-][Si](C)(C)C)(C)C.[Li+] (Lithium hexamethydisilazide), Cl (hydrochloric acid). The solvent is O1CCCC1 (tetrahydrofuran), C(C)(=O)OCC (ethyl acetate), O1CCCC1 (tetrahydrofuran). Conditions: temperature -78 celsius, time 1 hour. The product is FC=1C=C(C=CC1SC)C(CC1=CC=CC=C1)=O (1-[3-fluoro-4-(methylthio)phenyl]-2-phenylethanone). Yield: 55.0%. As a reaction SMILES: [F:1][C:2]1[CH:3]=[C:4]([CH:10]([O:13][Si](C)(C)C)[C:11]#N)[CH:5]=[CH:6][C:7]=1[S:8][CH3:9].C[Si](C)(C)[N-][Si](C)(C)C.[Li+].C(Br)[C:29]1[CH:34]=[CH:33][CH:32]=[CH:31][CH:30]=1.Cl>O1CCCC1.C(OCC)(=O)C>[F:1][C:2]1[CH:3]=[C:4]([C:10](=[O:13])[CH2:11][C:29]2[CH:34]=[CH:33][CH:32]=[CH:31][CH:30]=2)[CH:5]=[CH:6][C:7]=1[S:8][CH3:9] |f:1.2|. Procedure details: The 3-fluoro-4-(methylthio)-a-[(trimethylsilyl)-oxy]-benzeneacetonitrile (40.1 g, 149 mmol) was cooled to −78° C. in tetrahydrofuran(400 mL). Lithium hexamethydisilazide (175 mL of 1.0 M in Hexanes, 175 mmol) was added dropwise over 1 hour. The solution was stirred for 1 additional hour at −78° C. Benzylbromide (24.5 g 149 mmol) was added as a solution in tetrahydrofuran (100 mL) over 25 minutes. The solution was kept at −78° C. for 1 hour, warmed to room temperature, and kept at room temperatur... Reactants: ice, CCN=C=NCCCN(C)C.Cl (N-(3-dimethylaminopropyl)-n′-ethylcarbodiimide hydrochloride), NC1=C(C=C(C=C1)F)N[C@H]1CN(CCC1)CCOC(C(C)(C)C)=O (2,2-dimethylpropionic acid 2-[(R)-3-(2-amino-5-fluorophenylamino)piperidin-1-yl]ethyl ester), C(C)(C)(C)OC(=O)N[C@H](C(=O)O)C ((S)-2-tert-butoxycarbonylaminopropionic acid), C1=CC2=C(N=C1)N(N=N2)O (HOAt), ice. Solvent: C(Cl)Cl (DCM), C(Cl)Cl (DCM). The product is C(C)(C)(C)OC(=O)N[C@H](C(=O)NC1=C(C=C(C=C1)F)N[C@H]1CN(CCC1)CCOC(C(C)(C)C)=O)C (2,2-Dimethylpropionic acid 2-{(R)-3-[2-((S)-2-tert-butoxycarbonylaminopropionylamino)-5-fluoro-phenylamino]piperidin-1-yl}ethyl ester). Reaction SMILES: [NH2:1][C:2]1[CH:7]=[CH:6][C:5]([F:8])=[CH:4][C:3]=1[NH:9][C@@H:10]1[CH2:15][CH2:14][CH2:13][N:12]([CH2:16][CH2:17][O:18][C:19](=[O:24])[C:20]([CH3:23])([CH3:22])[CH3:21])[CH2:11]1.[C:25]([O:29][C:30]([NH:32][C@@H:33]([CH3:37])[C:34](O)=[O:35])=[O:31])([CH3:28])([CH3:27])[CH3:26].C1C=NC2N(O)N=NC=2C=1.CCN=C=NCCCN(C)C.Cl>C(Cl)Cl>[C:25]([O:29][C:30]([NH:32][C@@H:33]([CH3:37])[C:34]([NH:1][C:2]1[CH:7]=[CH:6][C:5]([F:8])=[CH:4][C:3]=1[NH:9][C@@H:10]1[CH2:15][CH2:14][CH2:13][N:12]([CH2:16][CH2:17][O:18][C:19](=[O:24])[C:20]([CH3:21])([CH3:23])[CH3:22])[CH2:11]1)=[O:35])=[O:31])([CH3:28])([CH3:27])[CH3:26] |f:3.4|. Procedure: To an ice-cooled mixture of 2,2-dimethylpropionic acid 2-[(R)-3-(2-amino-5-fluorophenylamino)piperidin-1-yl]ethyl ester (500 mg, 1.48 mmol), (S)-2-tert-butoxycarbonylaminopropionic acid (309 mg, 1.63 mmol) and HOAt (202 mg, 1.48 mmol) in DCM (30 mL) was added N-(3-dimethylaminopropyl)-n′-ethylcarbodiimide hydrochloride (341 mg, 1.78 mmol). The reaction mixture was stirred in the ice bath for 1.5 h, then diluted with DCM, washed with 2M Na2CO3 and then water. The organic fraction was dried (Na2SO... Starting materials: COC=1C=C(C=CC1)S (3-methoxy-benzenethiol), BrC1=C(C=CC(=C1)F)I (2-bromo-4-fluoro-1-iodo-benzene). Yields the product BrC1=C(C=CC(=C1)F)SC1=CC(=CC=C1)OC (1-Bromo-5-fluoro-2-(3-methoxy-phenylsulfanyl)-benzene). As a reaction SMILES: [CH3:1][O:2][C:3]1[CH:4]=[C:5]([SH:9])[CH:6]=[CH:7][CH:8]=1.[Br:10][C:11]1[CH:16]=[C:15]([F:17])[CH:14]=[CH:13][C:12]=1I>>[Br:10][C:11]1[CH:16]=[C:15]([F:17])[CH:14]=[CH:13][C:12]=1[S:9][C:5]1[CH:6]=[CH:7][CH:8]=[C:3]([O:2][CH3:1])[CH:4]=1. Procedure: Prepared from 3-methoxy-benzenethiol and 2-bromo-4-fluoro-1-iodo-benzene. The reactants are CC(C)N=C=NC(C)C, ClCCl, Cc1cc(CC(=O)O)cnc1-c1ccnc(F)c1, Nc1ccc(-c2cccnn2)cn1. Product: Cc1cc(CC(=O)Nc2ccc(-c3cccnn3)cn2)cnc1-c1ccnc(F)c1. RXN SMILES: [CH:32]([N:33]=[C:34]=[N:35][CH:36]([CH3:37])[CH3:38])([CH3:39])[CH3:40].[Cl:41][CH2:42][Cl:43].[F:1][c:2]1[n:3][cH:4][cH:5][c:6](-[c:8]2[n:9][cH:10][c:11]([CH2:15][C:16](=[O:17])[OH:18])[cH:12][c:13]2[CH3:14])[cH:7]1.[n:19]1[n:20][c:21](-[c:25]2[cH:26][cH:27][c:28]([NH2:31])[n:29][cH:30]2)[cH:22][cH:23][cH:24]1>>[F:1][c:2]1[n:3][cH:4][cH:5][c:6](-[c:8]2[n:9][cH:10][c:11]([CH2:15][C:16](=[O:18])[NH:31][c:28]3[cH:27][cH:26][c:25](-[c:21]4[n:20][n:19][cH:24][cH:23][cH:22]4)[cH:30][n:29]3)[cH:12][c:13]2[CH3:14])[cH:7]1.